Dataset: the Open Reaction Database (ORD), a public repository of structured organic reaction records. Task: describe an organic reaction: reactants, conditions, products, and yield The reactants are C(CC)(=O)Cl (propionyl chloride), COC1=CC=C(C=C1)C=C1OC2=C(C1=O)C=CC(=C2)O (2-[(4-methoxyphenyl)methylene]-6-hydroxy-3(2H)-benzofuranone), C(C)(=O)OCC (ethyl acetate). Solvent: N1=CC=CC=C1 (pyridine). Yields the product COC1=CC=C(C=C1)C=C1OC2=C(C1=O)C=CC(=C2)OC(CC)=O (2-[(4-methoxyphenyl)methylene]-6-propionyloxy-3(2H)-benzofuranone). RXN SMILES: [CH3:1][O:2][C:3]1[CH:8]=[CH:7][C:6]([CH:9]=[C:10]2[C:14](=[O:15])[C:13]3[CH:16]=[CH:17][C:18]([OH:20])=[CH:19][C:12]=3[O:11]2)=[CH:5][CH:4]=1.[C:21](Cl)(=[O:24])[CH2:22][CH3:23].C(OCC)(=O)C>N1C=CC=CC=1>[CH3:1][O:2][C:3]1[CH:8]=[CH:7][C:6]([CH:9]=[C:10]2[C:14](=[O:15])[C:13]3[CH:16]=[CH:17][C:18]([O:20][C:21](=[O:24])[CH2:22][CH3:23])=[CH:19][C:12]=3[O:11]2)=[CH:5][CH:4]=1. Reported procedure: After 2-[(4-methoxyphenyl)methylene]-6-hydroxy-3(2H)-benzofuranone 0.5 g was dissolved in pyridine 5 ml, propionyl chloride 0.218 ml was added, and the mixture was refluxed for 1.5 hours. The reaction mixture was cooled to room temperature, ethyl acetate 50 ml was added, and the mixture was washed with 2N-hydrochloric acid 50 ml once, saturated sodium bicarbonate solution 50 ml, and a saturated salt solution 50 ml. The ethyl acetate solution was dehydrated with anhydrous magnesium sulfate and co... Starting materials: O=C([O-])[O-], CCCCOc1nc(N)c2[nH]cnc2n1, ClCc1ccc(Cl)nc1, [K+], [K+], CN(C)C=O. Yields the product CCCCOc1nc(N)c2ncn(Cc3ccc(Cl)nc3)c2n1. As a reaction SMILES: [C:1](=[O:2])([O-:3])[O-:4].[CH2:16]([CH2:17][CH2:18][CH3:19])[O:20][c:21]1[n:22][c:23]([NH2:30])[c:24]2[nH:25][cH:26][n:27][c:28]2[n:29]1.[Cl:7][c:8]1[n:9][cH:10][c:11]([CH2:14][Cl:15])[cH:12][cH:13]1.[K+:5].[K+:6].[O:31]=[CH:32][N:33]([CH3:34])[CH3:35]>>[Cl:7][c:8]1[n:9][cH:10][c:11]([CH2:14][n:27]2[cH:26][n:25][c:24]3[c:23]([NH2:30])[n:22][c:21]([O:20][CH2:16][CH2:17][CH2:18][CH3:19])[n:29][c:28]32)[cH:12][cH:13]1. The reactants are CC(C)(C)[Si](C)(C)OCC(N)CC(=O)OCc1ccccc1, C1CCOC1, CCN=C=NCCCN(C)C, CN1CCOCC1, Cl, O, On1nnc2ccccc21, O=C(NC1CC=CCC2CCCC(C(=O)O)N2C1=O)c1ccc2ccccc2c1. The product is CC(C)(C)[Si](C)(C)OCC(CC(=O)OCc1ccccc1)NC(=O)C1CCCC2CC=CCC(NC(=O)c3ccc4ccccc4c3)C(=O)N21. As a reaction SMILES: [CH2:30]([c:31]1[cH:32][cH:33][cH:34][cH:35][cH:36]1)[O:37][C:38]([CH2:39][CH:40]([CH2:41][O:42][Si:43]([CH3:44])([CH3:45])[C:46]([CH3:47])([CH3:48])[CH3:49])[NH2:50])=[O:51].[CH2:53]1[O:54][CH2:55][CH2:56][CH2:57]1.[CH3:59][N:60]([CH3:61])[CH2:62][CH2:63][CH2:64][N:65]=[C:66]=[N:67][CH2:68][CH3:69].[CH3:70][N:71]1[CH2:72][CH2:73][O:74][CH2:75][CH2:76]1.[ClH:58].[OH2:52].[OH:77][n:78]1[c:79]2[cH:80][cH:81][cH:82][cH:83][c:84]2[n:85][n:86]1.[cH:1]1[c:2]([C:11](=[O:12])[NH:13][CH:14]2[CH2:15][CH:16]=[CH:17][CH2:18][CH:19]3[N:20]([C:21]2=[O:22])[CH:23]([C:27](=[O:28])[OH:29])[CH2:24][CH2:25][CH2:26]3)[cH:3][cH:4][c:5]2[cH:6][cH:7][cH:8][cH:9][c:10]12>>[cH:1]1[c:2]([C:11](=[O:12])[NH:13][CH:14]2[CH2:15][CH:16]=[CH:17][CH2:18][CH:19]3[N:20]([C:21]2=[O:22])[CH:23]([C:27](=[O:28])[NH:50][CH:40]([CH2:39][C:38]([O:37][CH2:30][c:31]2[cH:32][cH:33][cH:34][cH:35][cH:36]2)=[O:51])[CH2:41][O:42][Si:43]([CH3:44])([CH3:45])[C:46]([CH3:47])([CH3:48])[CH3:49])[CH2:24][CH2:25][CH2:26]3)[cH:3][cH:4][c:5]2[cH:6][cH:7][cH:8][cH:9][c:10]12. The reactants are ClC1=CC=C(C=C1)CCCl (1-Chloro-4-(2-chloroethyl)benzene), mixture, ClC1=CC=C(C=C1)CCCl (1-Chloro-4-(2-chloroethyl)benzene), NCC(C)O (1-amino-2-propanol), O (Water). Solvent: C1(=CC=CC=C1)C (toluene). Run at temperature 84 celsius, time 15 minute. Product: ClC1=CC=C(CCNCC(C)O)C=C1 (1-(4-Chlorophenethylamino)propan-2-ol). RXN SMILES: [NH2:1][CH2:2][CH:3]([OH:5])[CH3:4].[Cl:6][C:7]1[CH:12]=[CH:11][C:10]([CH2:13][CH2:14]Cl)=[CH:9][CH:8]=1.O>C1(C)C=CC=CC=1>[Cl:6][C:7]1[CH:12]=[CH:11][C:10]([CH2:13][CH2:14][NH:1][CH2:2][CH:3]([OH:5])[CH3:4])=[CH:9][CH:8]=1. Procedure details: Into a 4-L jacketed reactor, equipped with an overhead stirrer, a thermocouple, a condenser and a nitrogen inlet was charged 1-amino-2-propanol (1094 mL, 14.2 mol). Stirring was commenced and the reactor jacket was heated to 95° C. (84° C. internal temperature). 1-Chloro-4-(2-chloroethyl)benzene (˜496 g, 2.833 mol) (501 g of the mixture containing N,N-dimethylformamide from Step A) was added dropwise over ˜80 min at an internal temperature of 84 to 99° C. On completion of the addition the reacti...